Dataset: the Open Reaction Database (ORD), a public repository of structured organic reaction records. Task: describe an organic reaction: reactants, conditions, products, and yield Reactants: O=C1C(=CN=C2N1C=NC=1C=CC=CC21)C(=O)OC (methyl 4-oxo-4H-pyrimido[1,2-c]-quinazoline-3-carboxylate), [I-].[Li+] (lithium iodide), O (water). The solvent is CN(C=O)C (N,N-dimethylformamide). Run at temperature 150 celsius, time 2 hour. Product: O=C1C(=CN=C2N1C=NC=1C=CC=CC21)C(=O)O (4-oxo-4H-pyrimido[1,2-c]quinazoline-3-carboxylic acid). The yield is 15.1%. Reaction SMILES: [O:1]=[C:2]1[N:7]2[CH:8]=[N:9][C:10]3[CH:11]=[CH:12][CH:13]=[CH:14][C:15]=3[C:6]2=[N:5][CH:4]=[C:3]1[C:16]([O:18]C)=[O:17].[I-].[Li+].O>CN(C)C=O>[O:1]=[C:2]1[N:7]2[CH:8]=[N:9][C:10]3[CH:11]=[CH:12][CH:13]=[CH:14][C:15]=3[C:6]2=[N:5][CH:4]=[C:3]1[C:16]([OH:18])=[O:17] |f:1.2|. Procedure details: A mixture of methyl 4-oxo-4H-pyrimido[1,2-c]-quinazoline-3-carboxylate (6.3 g) and lithium iodide (15.8 g) in N,N-dimethylformamide (100 ml) was stirred for 2 hours and a half at 150° C. and then cooled to ambient temperature. To the reaction mixture was added water separated by filtration, washed with water (600 ml) and dried to give crystalline 4-oxo-4H-pyrimido[1,2-c]quinazoline-3-carboxylic acid (0.9 g). Reactants: C(C)(C)(C)OC(NC(C1=CC=C(C=C1)OC1=CC=C(C=C1)CCC(NO)=O)C(N(C)C)=O)=O ((dimethylcarbamoyl-{4-[4-(2-hydroxycarbamoyl-ethyl)-phenoxy]-phenyl}-methyl)-carbamic acid tert-butyl ester), C(Cl)Cl (CH2Cl2). Reaction conditions: temperature 2.5 celsius, time 1 hour. The product is Cl.NC(C1=CC=C(OC2=CC=C(C=C2)CCC(=O)NO)C=C1)C(N(C)C)=O (3-{4-[4-(aminodimethylcarbamoylmethyl)-phenoxy]-phenyl}-N-hydroxypropionamide hydrochloric acid salt). Yield: 92.0%. RXN SMILES: C(OC(=O)[NH:7][CH:8]([C:28](=[O:32])[N:29]([CH3:31])[CH3:30])[C:9]1[CH:14]=[CH:13][C:12]([O:15][C:16]2[CH:21]=[CH:20][C:19]([CH2:22][CH2:23][C:24](=[O:27])[NH:25][OH:26])=[CH:18][CH:17]=2)=[CH:11][CH:10]=1)(C)(C)C.C(Cl)[Cl:35]>>[ClH:35].[NH2:7][CH:8]([C:28](=[O:32])[N:29]([CH3:30])[CH3:31])[C:9]1[CH:10]=[CH:11][C:12]([O:15][C:16]2[CH:17]=[CH:18][C:19]([CH2:22][CH2:23][C:24]([NH:25][OH:26])=[O:27])=[CH:20][CH:21]=2)=[CH:13][CH:14]=1 |f:2.3|. Procedure: The hydroxamate 35 (1.1 g) was dissolved in CH2Cl2 and cooled to 0-5° C. Hydrogen chloride gas was bubbled through this solution for 20 min. The bubbling was discontinued and the reaction mixture was stirred at room temp for 1 h. The excess HCl was degassed and the CH2Cl2 was removed. The residual solid was triturated with EtOAc (2×50 mL), decanted, and dried to yield the desired compound 36 as a white amorphous solid (0.87 g, 92%). 1H NMR (DMSO-d6): 10.44 (s, 1H), 7.46 (d, J=8.8 Hz, 2H), 7.24 (... The reactants are CSc1ccc(C(O)CCc2cc(C)c(OC(C)(C)C(=O)O)c(C)c2)cc1, CC(C)O, O. Yields the product CSc1ccc(C(CCc2cc(C)c(OC(C)(C)C(=O)O)c(C)c2)OC(C)C)cc1. RXN SMILES: [CH3:1][c:2]1[c:3]([O:4][C:5]([C:6](=[O:7])[OH:8])([CH3:9])[CH3:10])[c:11]([CH3:27])[cH:12][c:13]([CH2:15][CH2:16][CH:17]([OH:18])[c:19]2[cH:20][cH:21][c:22]([S:25][CH3:26])[cH:23][cH:24]2)[cH:14]1.[CH:29]([CH3:30])([CH3:31])[OH:32].[OH2:28]>>[CH3:1][c:2]1[c:3]([O:4][C:5]([C:6](=[O:7])[OH:8])([CH3:9])[CH3:10])[c:11]([CH3:27])[cH:12][c:13]([CH2:15][CH2:16][CH:17]([O:18][CH:29]([CH3:30])[CH3:31])[c:19]2[cH:20][cH:21][c:22]([S:25][CH3:26])[cH:23][cH:24]2)[cH:14]1. The reactants are COC(=O)c1ccc2c(c1)C(C)(C)CC(c1cccc(N3CCOCC3)c1)N2, CO, [Na+], C1CCOC1, [OH-], O. Yields the product CC1(C)CC(c2cccc(N3CCOCC3)c2)Nc2ccc(C(=O)O)cc21. As a reaction SMILES: [CH3:1][O:2][C:3](=[O:4])[c:5]1[cH:6][c:7]2[c:12]([cH:13][cH:14]1)[NH:11][CH:10]([c:15]1[cH:16][c:17]([N:21]3[CH2:22][CH2:23][O:24][CH2:25][CH2:26]3)[cH:18][cH:19][cH:20]1)[CH2:9][C:8]2([CH3:27])[CH3:28].[CH3:36][OH:37].[Na+:30].[O:31]1[CH2:32][CH2:33][CH2:34][CH2:35]1.[OH-:29].[OH2:38]>>[O:2]=[C:3]([OH:4])[c:5]1[cH:6][c:7]2[c:12]([cH:13][cH:14]1)[NH:11][CH:10]([c:15]1[cH:16][c:17]([N:21]3[CH2:22][CH2:23][O:24][CH2:25][CH2:26]3)[cH:18][cH:19][cH:20]1)[CH2:9][C:8]2([CH3:27])[CH3:28]. Starting materials: ethyl, N1=CNC2=C1C=CC=C2 (benzimidazole), N1C=NC=C1 (imidazole), O1COCC1 (dioxolane), O1COCC1 (dioxolane). Product: N1=CN(C=C1)CCC1OCCO1 (2-(2-(3-imidazolyl)-ethyl)-1,3-dioxolane). Reaction SMILES: [O:1]1[CH2:5][CH2:4][O:3][CH2:2]1.[N:6]1[C:10]2C=CC=C[C:9]=2[NH:8][CH:7]=1.N1[CH:19]=[CH:18]N=C1>>[N:8]1[CH:9]=[CH:10][N:6]([CH2:18][CH2:19][CH:2]2[O:3][CH2:4][CH2:5][O:1]2)[CH:7]=1. Reported procedure: NMR CDCl3 : 2.25 and 4.35: CH2 's of the ethyl; 3.85 to 4.00: CH2 's of the dioxolane; 4.87: CH dioxolane; 7.29-7.45-7.81: 4H benzimidazole; 7.92: H in position 2 of the imidazole. Starting materials: COC(=O)c1ccc2c(c1)CC(C)(C)C(c1cccc(S(=O)(=O)N(C)C)c1)N2, CO, [Na+], C1CCOC1, [OH-]. Yields the product CN(C)S(=O)(=O)c1cccc(C2Nc3ccc(C(=O)O)cc3CC2(C)C)c1. Reaction SMILES: [CH3:1][N:2]([S:3](=[O:4])(=[O:5])[c:6]1[cH:7][c:8]([CH:12]2[NH:13][c:14]3[cH:15][cH:16][c:17]([C:24](=[O:25])[O:26][CH3:27])[cH:18][c:19]3[CH2:20][C:21]2([CH3:22])[CH3:23])[cH:9][cH:10][cH:11]1)[CH3:28].[CH3:36][OH:37].[Na+:30].[O:31]1[CH2:32][CH2:33][CH2:34][CH2:35]1.[OH-:29]>>[CH3:1][N:2]([S:3](=[O:4])(=[O:5])[c:6]1[cH:7][c:8]([CH:12]2[NH:13][c:14]3[cH:15][cH:16][c:17]([C:24](=[O:25])[OH:26])[cH:18][c:19]3[CH2:20][C:21]2([CH3:22])[CH3:23])[cH:9][cH:10][cH:11]1)[CH3:28]. Reactants: NC[C@H]1N(CCC[C@H]1C)C(=O)C1=C(C=CC=C1N1N=CC=N1)C (((2S,3R)-2-(aminomethyl)-3-methylpiperidin-1-yl)(2-methyl-6-(2H-1,2,3-triazol-2-yl)phenyl)methanone), FC1=NC=C(C=C1)C(F)(F)F (2-fluoro-5-(trifluoromethyl)pyridine). Yields the product C[C@H]1[C@H](N(CCC1)C(=O)C1=C(C=CC=C1N1N=CC=N1)C)CNC1=NC=C(C=C1)C(F)(F)F (((2S,3R)-3-Methyl-2-(((5-(trifluoromethyl)pyridin-2-yl)amino)methyl)piperidin-1-yl)(2-methyl-6-(2H-1,2,3-triazol-2-yl)phenyl)methanone). Reaction SMILES: [NH2:1][CH2:2][C@@H:3]1[C@H:8]([CH3:9])[CH2:7][CH2:6][CH2:5][N:4]1[C:10]([C:12]1[C:17]([N:18]2[N:22]=[CH:21][CH:20]=[N:19]2)=[CH:16][CH:15]=[CH:14][C:13]=1[CH3:23])=[O:11].F[C:25]1[CH:30]=[CH:29][C:28]([C:31]([F:34])([F:33])[F:32])=[CH:27][N:26]=1>>[CH3:9][C@@H:8]1[CH2:7][CH2:6][CH2:5][N:4]([C:10]([C:12]2[C:17]([N:18]3[N:22]=[CH:21][CH:20]=[N:19]3)=[CH:16][CH:15]=[CH:14][C:13]=2[CH3:23])=[O:11])[C@@H:3]1[CH2:2][NH:1][C:25]1[CH:30]=[CH:29][C:28]([C:31]([F:34])([F:33])[F:32])=[CH:27][N:26]=1. Procedure: The title compound was prepared following the same general protocol as described for Example A264 using ((2S,3R)-2-(aminomethyl)-3-methylpiperidin-1-yl)(2-methyl-6-(2H-1,2,3-triazol-2-yl)phenyl)methanone and 2-fluoro-5-(trifluoromethyl)pyridine. ESI-MS (m/z): 459 [M+1]+. 1H NMR (500 MHz, CD3OD) δ 8.35-6.55 (m, 8H), 5.10-2.85 (m, 5H), 2.43-0.75 (m, 11H). The reactants are CC(C)(C)OC(=O)NC(Cc1cccnc1)C(=O)O, CC(C)(C)OC(=O)OC(=O)OC(C)(C)C, CO, CCOC(C)=O, [Na+], [Na+], O=C([O-])[O-], O=S(Cl)Cl. The product is COC(=O)C(Cc1cccnc1)NC(=O)OC(C)(C)C. Reaction SMILES: [C:1]([CH3:2])([CH3:3])([CH3:4])[O:5][C:6](=[O:7])[NH:8][CH:9]([CH2:10][c:11]1[cH:12][n:13][cH:14][cH:15][cH:16]1)[C:17](=[O:18])[OH:19].[CH3:24][C:25]([O:26][C:27]([O:28][C:29]([O:30][C:31]([CH3:32])([CH3:33])[CH3:34])=[O:35])=[O:36])([CH3:37])[CH3:38].[CH3:45][OH:46].[CH3:47][CH2:48][O:49][C:50](=[O:51])[CH3:52].[Na+:39].[Na+:40].[O-:41][C:42](=[O:43])[O-:44].[S:20]([Cl:21])([Cl:22])=[O:23]>>[C:1]([CH3:2])([CH3:3])([CH3:4])[O:5][C:6](=[O:7])[NH:8][CH:9]([CH2:10][c:11]1[cH:12][n:13][cH:14][cH:15][cH:16]1)[C:17]([O:18][CH3:24])=[O:19]. The reactants are C1CCOC1, CO, [Li+], CCOC(=O)C(Cc1cc(C)c(N)c(Cl)c1)NC(=O)N1CCC(N2CCc3ccccc3NC2=O)CC1, [OH-], O. Product: Cc1cc(CC(NC(=O)N2CCC(N3CCc4ccccc4NC3=O)CC2)C(=O)O)cc(Cl)c1N. Reaction SMILES: [CH2:40]1[O:41][CH2:42][CH2:43][CH2:44]1.[CH3:38][OH:39].[Li+:45].[NH2:1][c:2]1[c:3]([Cl:37])[cH:4][c:5]([CH2:9][CH:10]([C:11](=[O:12])[O:13][CH2:14][CH3:15])[NH:16][C:17](=[O:18])[N:19]2[CH2:20][CH2:21][CH:22]([N:25]3[C:26](=[O:36])[NH:27][c:28]4[c:29]([cH:32][cH:33][cH:34][cH:35]4)[CH2:30][CH2:31]3)[CH2:23][CH2:24]2)[cH:6][c:7]1[CH3:8].[OH-:46].[OH2:47]>>[NH2:1][c:2]1[c:3]([Cl:37])[cH:4][c:5]([CH2:9][CH:10]([C:11](=[O:12])[OH:13])[NH:16][C:17](=[O:18])[N:19]2[CH2:20][CH2:21][CH:22]([N:25]3[C:26](=[O:36])[NH:27][c:28]4[c:29]([cH:32][cH:33][cH:34][cH:35]4)[CH2:30][CH2:31]3)[CH2:23][CH2:24]2)[cH:6][c:7]1[CH3:8].